Dataset: the Open Reaction Database (ORD), a public repository of structured organic reaction records. Task: describe an organic reaction: reactants, conditions, products, and yield The reactants are [Br-], CCOC(C)=O, CCC(=O)c1cccc(Oc2ccccc2)c1. The product is CC(Br)C(=O)c1cccc(Oc2ccccc2)c1. As a reaction SMILES: [Br-:18].[CH3:19][CH2:20][O:21][C:22](=[O:23])[CH3:24].[O:1]([c:2]1[cH:3][cH:4][cH:5][cH:6][cH:7]1)[c:8]1[cH:9][c:10]([C:14]([CH2:15][CH3:16])=[O:17])[cH:11][cH:12][cH:13]1>>[O:1]([c:2]1[cH:3][cH:4][cH:5][cH:6][cH:7]1)[c:8]1[cH:9][c:10]([C:14]([CH:15]([CH3:16])[Br:18])=[O:17])[cH:11][cH:12][cH:13]1.